From a dataset of the Open Reaction Database (ORD), a public repository of structured organic reaction records. describe an organic reaction: reactants, conditions, products, and yield The reactants are Cl (hydrochloric acid), C(C)C(C(=O)NC1=CC=C2C=CN(C2=C1)CC1=C(C=C(C(=O)OC)C=C1)OC)CCCC (methyl 4-[6-(2-ethylhexanamido)indol-1-ylmethyl]-3-methoxybenzoate), O.[OH-].[Li+] (lithium hydroxide hydrate), O1CCCC1 (tetrahydrofuran). The solvent is O (water), O (water), CO (methanol). Run at time 8 hour. Yields the product C(C)C(C(=O)NC1=CC=C2C=CN(C2=C1)CC1=C(C=C(C(=O)O)C=C1)OC)CCCC (4-[6-(2-ethylhexanamido)indol-1-ylmethyl]-3-methoxybenzoic acid). Yield: 19.2%. Reaction SMILES: [CH2:1]([CH:3]([CH2:29][CH2:30][CH2:31][CH3:32])[C:4]([NH:6][C:7]1[CH:15]=[C:14]2[C:10]([CH:11]=[CH:12][N:13]2[CH2:16][C:17]2[CH:26]=[CH:25][C:20]([C:21]([O:23]C)=[O:22])=[CH:19][C:18]=2[O:27][CH3:28])=[CH:9][CH:8]=1)=[O:5])[CH3:2].O.[OH-].[Li+].O1CCCC1.Cl>O.CO>[CH2:1]([CH:3]([CH2:29][CH2:30][CH2:31][CH3:32])[C:4]([NH:6][C:7]1[CH:15]=[C:14]2[C:10]([CH:11]=[CH:12][N:13]2[CH2:16][C:17]2[CH:26]=[CH:25][C:20]([C:21]([OH:23])=[O:22])=[CH:19][C:18]=2[O:27][CH3:28])=[CH:9][CH:8]=1)=[O:5])[CH3:2] |f:1.2.3|. Procedure: A mixture of ester (C) (0.7 g), lithium hydroxide hydrate (0.41 g), tetrahydrofuran (4 ml), methanol (4 ml), and water (1.6 ml) was stirred overnight. The mixture was then evaporated. The white solid obtained was dissolved in water (50 ml). Acidification of this homogeneous alkaline solution by dropwise addition of 10% v/v hydrochloric acid gave a fine white precipitate which was recrystallized from ethyl acetate (40 ml) to give 4-[6-(2-ethylhexanamido)indol-1-ylmethyl]-3-methoxybenzoic acid (D)... Starting materials: CCOC(=O)CCCOc1ccccc1C(C)N(c1cc(F)ccc1F)S(=O)(=O)c1ccc(Cl)cc1, C1CCOC1, CO, [Li+], [OH-], O, O. Product: CC(c1ccccc1OCCCC(=O)O)N(c1cc(F)ccc1F)S(=O)(=O)c1ccc(Cl)cc1. As a reaction SMILES: [CH2:1]([CH3:2])[O:3][C:4]([CH2:5][CH2:6][CH2:7][O:8][c:9]1[c:10]([CH:15]([CH3:16])[N:17]([c:18]2[c:19]([F:25])[cH:20][cH:21][c:22]([F:24])[cH:23]2)[S:26](=[O:27])(=[O:28])[c:29]2[cH:30][cH:31][c:32]([Cl:35])[cH:33][cH:34]2)[cH:11][cH:12][cH:13][cH:14]1)=[O:36].[CH2:40]1[O:41][CH2:42][CH2:43][CH2:44]1.[CH3:45][OH:46].[Li+:38].[OH-:37].[OH2:39].[OH2:47]>>[O:3]=[C:4]([CH2:5][CH2:6][CH2:7][O:8][c:9]1[c:10]([CH:15]([CH3:16])[N:17]([c:18]2[c:19]([F:25])[cH:20][cH:21][c:22]([F:24])[cH:23]2)[S:26](=[O:27])(=[O:28])[c:29]2[cH:30][cH:31][c:32]([Cl:35])[cH:33][cH:34]2)[cH:11][cH:12][cH:13][cH:14]1)[OH:36]. The reactants are Cc1ccc(C(=O)OC(C)(C)C)cc1[N+](=O)[O-], CC(C)(C)[O-], CS(C)=O, [K+]. Product: CC(C)(C)OC(=O)c1ccc(CCO)c([N+](=O)[O-])c1. RXN SMILES: [C:1]([CH3:2])([CH3:3])([CH3:4])[O:5][C:6]([c:7]1[cH:8][c:9]([N+:14](=[O:15])[O-:16])[c:10]([CH3:13])[cH:11][cH:12]1)=[O:17].[CH3:18][C:19]([CH3:20])([O-:21])[CH3:22].[CH3:24][S:25]([CH3:26])=[O:27].[K+:23]>>[C:1]([CH3:2])([CH3:3])([CH3:4])[O:5][C:6]([c:7]1[cH:8][c:9]([N+:14](=[O:15])[O-:16])[c:10]([CH2:13][CH2:19][OH:21])[cH:11][cH:12]1)=[O:17]. Starting materials: O=C([O-])[O-], CCCCC1(CCCC)CCc2c(O)cccc2C1=O, CN(C)C=O, ClCc1ccc2ccccc2n1, [K+], [K+], O. Yields the product CCCCC1(CCCC)CCc2c(OCc3ccc4ccccc4n3)cccc2C1=O. RXN SMILES: [C:33](=[O:34])([O-:35])[O-:36].[CH2:1]([CH2:2][CH2:3][CH3:4])[C:5]1([CH2:17][CH2:18][CH2:19][CH3:20])[C:6](=[O:16])[c:7]2[cH:8][cH:9][cH:10][c:11]([OH:15])[c:12]2[CH2:13][CH2:14]1.[CH3:40][N:41]([CH3:42])[CH:43]=[O:44].[Cl:21][CH2:22][c:23]1[n:24][c:25]2[cH:26][cH:27][cH:28][cH:29][c:30]2[cH:31][cH:32]1.[K+:37].[K+:38].[OH2:39]>>[CH2:1]([CH2:2][CH2:3][CH3:4])[C:5]1([CH2:17][CH2:18][CH2:19][CH3:20])[C:6](=[O:16])[c:7]2[cH:8][cH:9][cH:10][c:11]([O:15][CH2:22][c:23]3[n:24][c:25]4[cH:26][cH:27][cH:28][cH:29][c:30]4[cH:31][cH:32]3)[c:12]2[CH2:13][CH2:14]1. Starting materials: bis(tricyclohexylphosphine) palladium, N1(CCCC1)C1=CC=NC=C1 (4-pyrrolidinopyridine), glass, ClC1=CC=C(C#N)C=C1 (4-chlorobenzonitrile), C(=O)N (formamide). Run in CN1C(CCC1)=O (1-methyl-2-pyrrolidinone). Reaction conditions: temperature 120 celsius, time 18 hour. The product is C(#N)C1=CC=C(C(=O)N)C=C1 (4-cyanobenzamide). As a reaction SMILES: Cl[C:2]1[CH:9]=[CH:8][C:5]([C:6]#[N:7])=[CH:4][CH:3]=1.[CH:10]([NH2:12])=[O:11].N1(C2C=CN=CC=2)CCCC1>CN1CCCC1=O>[C:6]([C:5]1[CH:8]=[CH:9][C:2]([C:10]([NH2:12])=[O:11])=[CH:3][CH:4]=1)#[N:7]. Procedure details: 0.127 g of bis(tricyclohexylphosphine)-palladium, 2.377 g of 4-chlorobenzonitrile, 3.12 g of formamide, 2.82 g of 4-pyrrolidinopyridine and 20 ml of 1-methyl-2-pyrrolidinone are placed in a 200 ml glass autoclave. The autoclave is closed, flushed with nitrogen three times and then 5 bars carbon monoxide are applied. The reaction mixture is heated to 120° C. and stirred for 18 hours. It is then cooled, the white precipitate is filtered and mixed with ethyl acetate and water, and extracted. The aq...